From a dataset of the Open Reaction Database (ORD), a public repository of structured organic reaction records. describe an organic reaction: reactants, conditions, products, and yield Reactants: ClC1=C2C(=NC=C1C(=O)N)C=CS2 (7-chlorothieno[3,2-b]pyridine-6-carboxamide), N1=C(Cl)N=C(Cl)N=C1Cl (cyanuric chloride), ice water. Solvent: CN(C=O)C (N,N-dimethylformamide). Product: ClC1=C2C(=NC=C1C#N)C=CS2 (7-chlorothieno[3,2-b]pyridine-6-carbonitrile). Isolated yield 90.7%. RXN SMILES: [Cl:1][C:2]1[C:7]([C:8]([NH2:10])=O)=[CH:6][N:5]=[C:4]2[CH:11]=[CH:12][S:13][C:3]=12.N1C(Cl)=NC(Cl)=NC=1Cl>CN(C)C=O>[Cl:1][C:2]1[C:7]([C:8]#[N:10])=[CH:6][N:5]=[C:4]2[CH:11]=[CH:12][S:13][C:3]=12. Reported procedure: To a solution of 7-chlorothieno[3,2-b]pyridine-6-carboxamide (10.8 g, 51 mmol) in 80.0 mL of N,N-dimethylformamide is added cyanuric chloride (5.72 g, 31 mmol). After 30 minutes the suspension is poured into ice water. The solid is filtered, washed with ice water and dried in vacuo to give 9.0 g of 7-chlorothieno[3,2-b]pyridine-6-carbonitrile as an off white solid, mp 105–107° C.; 1H NMR (DMSO-d6) δ 7.83 (s, 1H), 8.61 (s, 1H), 9.12 (s, 1H); MS 195.0, 197.0 (M+H)+. The reactants are C(C1=CC=CC=C1)OC1=CC=C(C=CC(=O)OC)C=C1 (methyl 4-benzyloxy-cinnamate), C(C1=CC=CC=C1)OC1=CC=C(C(=O)C2=CC=C(C=C2)OCCN(C)C)C=C1 (4-benzyloxy-4'-dimethylaminoethoxybenzophenone). The product is C(C1=CC=CC=C1)OC1=CC=C(C=C1)C(C(CCO)C1=CC=C(C=C1)OCC1=CC=CC=C1)(O)C1=CC=C(C=C1)OCCN(C)C (1,2-bis (4-benzyloxyphenyl)-1-[4-[2-(N,N-dimethylamino) -ethoxy]phenyl]butan-1,4-diol). Isolated yield 64.0%. RXN SMILES: [CH2:1]([O:8][C:9]1[CH:20]=[CH:19][C:12]([CH:13]=[CH:14][C:15]([O:17]C)=O)=[CH:11][CH:10]=1)[C:2]1[CH:7]=[CH:6][CH:5]=[CH:4][CH:3]=1.[CH2:21]([O:28][C:29]1[CH:48]=[CH:47][C:32]([C:33]([C:35]2[CH:40]=[CH:39][C:38]([O:41][CH2:42][CH2:43][N:44]([CH3:46])[CH3:45])=[CH:37][CH:36]=2)=[O:34])=[CH:31][CH:30]=1)[C:22]1[CH:27]=[CH:26][CH:25]=[CH:24][CH:23]=1>>[CH2:21]([O:28][C:29]1[CH:48]=[CH:47][C:32]([C:33]([C:35]2[CH:36]=[CH:37][C:38]([O:41][CH2:42][CH2:43][N:44]([CH3:46])[CH3:45])=[CH:39][CH:40]=2)([OH:34])[CH:13]([C:12]2[CH:11]=[CH:10][C:9]([O:8][CH2:1][C:2]3[CH:3]=[CH:4][CH:5]=[CH:6][CH:7]=3)=[CH:20][CH:19]=2)[CH2:14][CH2:15][OH:17])=[CH:31][CH:30]=1)[C:22]1[CH:23]=[CH:24][CH:25]=[CH:26][CH:27]=1. Procedure details: 1,2-bis (4-benzyloxyphenyl)-1-[4-[2-(N,N-dimethylamino) -ethoxy]phenyl]butan-1,4-diol is prepared according to the procedure described in Example 2 using methyl 4-benzyloxy-cinnamate and 4-benzyloxy-4'-dimethylaminoethoxybenzophenone as starting materials. The product is recrystallized from toluene. Yield is 64%. The reactants are BrC1=CC=C(C2=NN(N=C21)C2=CC=NC=C2)Br (4,7-dibromo-2-(pyridin-4-yl)-2H-benzo[d][1,2,3]triazole), O1C(=CC2=C1C=CC=C2)B(O)O (benzofuran-2-ylboronic acid), C([O-])([O-])=O.[Na+].[Na+] (sodium carbonate), C1(=CC=CC=C1)C (toluene). The reagents and catalysts are C=1C=CC(=CC1)[P](C=2C=CC=CC2)(C=3C=CC=CC3)[Pd]([P](C=4C=CC=CC4)(C=5C=CC=CC5)C=6C=CC=CC6)([P](C=7C=CC=CC7)(C=8C=CC=CC8)C=9C=CC=CC9)[P](C=1C=CC=CC1)(C=1C=CC=CC1)C=1C=CC=CC1 (tetrakis(triphenylphosphine)palladium). Solvent: O (water), O (water), C(CCC)O (n-butanol), ClCCl (dichloromethane). Reaction conditions: temperature 110 celsius, time 1 hour. The product is O1C(=CC2=C1C=CC=C2)C2=CC=C(C1=NN(N=C12)C1=CC=NC=C1)C=1OC2=C(C1)C=CC=C2 (4,7-di(benzofuran-2-yl)-2-(pyridin-4-yl)-2H-benzo[d][1,2,3]triazole). RXN SMILES: Br[C:2]1[C:10]2[C:6](=[N:7][N:8]([C:11]3[CH:16]=[CH:15][N:14]=[CH:13][CH:12]=3)[N:9]=2)[C:5](Br)=[CH:4][CH:3]=1.[O:18]1[C:22]2[CH:23]=[CH:24][CH:25]=[CH:26][C:21]=2[CH:20]=[C:19]1B(O)O.[C:30](=[O:33])([O-])[O-].[Na+].[Na+].[C:36]1([CH3:42])[CH:41]=[CH:40][CH:39]=[CH:38][CH:37]=1>O.C(O)CCC.ClCCl.C1C=CC([P]([Pd]([P](C2C=CC=CC=2)(C2C=CC=CC=2)C2C=CC=CC=2)([P](C2C=CC=CC=2)(C2C=CC=CC=2)C2C=CC=CC=2)[P](C2C=CC=CC=2)(C2C=CC=CC=2)C2C=CC=CC=2)(C2C=CC=CC=2)C2C=CC=CC=2)=CC=1>[O:18]1[C:22]2[CH:23]=[CH:24][CH:25]=[CH:26][C:21]=2[CH:20]=[C:19]1[C:2]1[C:10]2[C:6](=[N:7][N:8]([C:11]3[CH:16]=[CH:15][N:14]=[CH:13][CH:12]=3)[N:9]=2)[C:5]([C:42]2[O:33][C:30]3[CH:41]=[CH:40][CH:39]=[CH:38][C:37]=3[CH:36]=2)=[CH:4][CH:3]=1 |f:2.3.4,^1:55,57,76,95|. Reported procedure: A mixture of Intermediate A (1.41 g, 4 mmol), benzofuran-2-ylboronic acid (1.60 g, 9.8 mmol), tetrakis(triphenylphosphine)palladium (0) (0.50 g, 0.43 mmol), sodium carbonate (2.12 g, 20 mmol) in water (10 mL), n-butanol (25 mL), and toluene (25 mL) is heated under argon at 110° C. for 3 days. The reaction mixture is poured into water (200 mL), diluted with dichloromethane (100 mL), and stirred for 1 hour. The solid is filtered off, washed with water (50 mL) followed by dichloromethane (20 mL) an...